From a dataset of the Open Reaction Database (ORD), a public repository of structured organic reaction records. describe an organic reaction: reactants, conditions, products, and yield The reactants are ClC1=NC(=NC(=C1)C1=CC(=C(C=C1)F)Cl)N1C(CCC1)C (4-chloro-6-(3-chloro-4-fluoro-phenyl)-2-(2-methyl-pyrrolidin-1-yl) -pyrimidine), CC=1C(=NC=C(C1)[N+](=O)[O-])N1CCNCC1 (1-(3-Methyl-5-nitro-pyridin-2-yl)-piperazine), CCN(C(C)C)C(C)C (DIEA). Solvent: CC(=O)N(C)C (DMA). Yields the product ClC=1C=C(C=CC1F)C1=NC(=NC(=C1)N1CCN(CC1)C1=NC=C(C=C1C)[N+](=O)[O-])N1C(CCC1)C (4-(3-Chloro-4-fluoro-phenyl)-6-[4-(3-methyl-5-nitro-pyridin-2-yl)-piperazin-1-yl]-2-(2-methyl-pyrrolidin-1-yl)-pyrimidine). Reaction SMILES: Cl[C:2]1[CH:7]=[C:6]([C:8]2[CH:13]=[CH:12][C:11]([F:14])=[C:10]([Cl:15])[CH:9]=2)[N:5]=[C:4]([N:16]2[CH2:20][CH2:19][CH2:18][CH:17]2[CH3:21])[N:3]=1.[CH3:22][C:23]1[C:24]([N:32]2[CH2:37][CH2:36][NH:35][CH2:34][CH2:33]2)=[N:25][CH:26]=[C:27]([N+:29]([O-:31])=[O:30])[CH:28]=1.CCN(C(C)C)C(C)C>CC(N(C)C)=O>[Cl:15][C:10]1[CH:9]=[C:8]([C:6]2[CH:7]=[C:2]([N:35]3[CH2:36][CH2:37][N:32]([C:24]4[C:23]([CH3:22])=[CH:28][C:27]([N+:29]([O-:31])=[O:30])=[CH:26][N:25]=4)[CH2:33][CH2:34]3)[N:3]=[C:4]([N:16]3[CH2:20][CH2:19][CH2:18][CH:17]3[CH3:21])[N:5]=2)[CH:13]=[CH:12][C:11]=1[F:14]. Procedure details: Heat a mixture of 4-chloro-6-(3-chloro-4-fluoro-phenyl)-2-(2-methyl-pyrrolidin-1-yl) -pyrimidine (210 mg), 1-(3-Methyl-5-nitro-pyridin-2-yl)-piperazine, and DIEA (185 mg, 1.44 mmol) in DMA at 120°C. for 16 h. Concentrate under reduced pressure and partition between EtOAc and brine. Dry the organic layer (Na2SO4) and concentrate under reduced pressure. Purify the residue by flash column eluting with EtOAc-Hexanes (1:4) to afford the title compound as a yellow solid. As a reaction SMILES: [C:1]1([C:7]2[CH:8]=[C:9]3[N:15]=[C:14]([CH2:16][CH2:17][CH:18]4[N:24]=[C:23]([NH2:25])[CH2:22][CH2:21][CH2:20][CH2:19]4)[NH:13][C:10]3=[N:11][CH:12]=2)[CH:6]=[CH:5][CH:4]=[CH:3][CH:2]=1.[CH3:26][N:27]([CH2:56][CH:57]1[CH2:61][CH2:60][CH2:59][O:58]1)[S:28](C1C=CC(C2C=C3N=C(CCC4CCCCC(=S)N4)NC3=NC=2)=CC=1)(=[O:30])=[O:29].N>CO>[NH2:25][C:23]1[CH2:22][CH2:21][CH2:20][CH2:19][CH:18]([CH2:17][CH2:16][C:14]2[NH:13][C:10]3=[N:11][CH:12]=[C:7]([C:1]4[CH:2]=[CH:3][C:4]([S:28]([N:27]([CH3:26])[CH2:56][CH:57]5[CH2:61][CH2:60][CH2:59][O:58]5)(=[O:29])=[O:30])=[CH:5][CH:6]=4)[CH:8]=[C:9]3[N:15]=2)[N:24]=1. The reactants are C1(=CC=CC=C1)C=1C=C2C(=NC1)NC(=N2)CCC2CCCCC(=N2)N (7-[2-(6-Phenyl-3H-imidazo[4,5-b]pyridin-2-yl)-ethyl]-4,5,6,7-tetrahydro-3H-azepin-2-ylamine), N (ammonia), C1(=CC=CC=C1)C=1C=C2C(=NC1)NC(=N2)CCC2CCCCC(=N2)N (7-[2-(6-Phenyl-3H-imidazo[4,5-b]pyridin-2-yl)-ethyl]-4,5,6,7-tetrahydro-3H-azepin-2-ylamine), CN(S(=O)(=O)C1=CC=C(C=C1)C=1C=C2C(=NC1)NC(=N2)CCC2NC(CCCC2)=S)CC2OCCC2 (N-methyl-N-(tetrahydro-furan-2-ylmethyl)-4-{2-[2-(7-thioxo-azepan-2-yl)-ethyl]-3H-imidazo[4,5-b]pyridin-6-yl}-benzenesulfonamide). The solvent is CO (methanol). Reported procedure: The title compound is synthesized as described for 7-[2-(6-phenyl-3H-imidazo[4,5-b]pyridin-2-yl)-ethyl]-4,5,6,7-tetrahydro-3H-azepin-2-ylamine (compound 1) from 114 mg of N-methyl-N-(tetrahydro-furan-2-ylmethyl)-4-{2-[2-(7-thioxo-azepan-2-yl)-ethyl]-3H-imidazo[4,5-b]pyridin-6-yl}-benzenesulfonamide (compound A10) and 5.0 ml of methanol containing ammonia (strength: 7.0 M) at 50° C. for 64 hours. Purification by flash chromatography on RP-C8 resin (eluent: acetonitrile/water 2:1 parts by volume) ... Yields the product NC=1CCCCC(N1)CCC1=NC=2C(=NC=C(C2)C2=CC=C(C=C2)S(=O)(=O)N(CC2OCCC2)C)N1 (4-{2-[2-(7-Amino-3,4,5,6-tetrahydro-2H-azepin-2-yl)-ethyl]-3H-imidazo[4,5-b]pyridin-6-yl}-N-methyl-N-(tetrahydro-furan-2-ylmethyl)-benzenesulfonamide). Product: O=Cc1ccccc1SC1CCCCC1. As a reaction SMILES: [CH3:23][S:24]([CH3:25])=[O:26].[CH:7]1([SH:13])[CH2:8][CH2:9][CH2:10][CH2:11][CH2:12]1.[F:14][c:15]1[c:16]([CH:17]=[O:18])[cH:19][cH:20][cH:21][cH:22]1.[K+:1].[K+:2].[O-:3][C:4]([O-:5])=[O:6]>>[CH:7]1([S:13][c:15]2[c:16]([CH:17]=[O:18])[cH:19][cH:20][cH:21][cH:22]2)[CH2:8][CH2:9][CH2:10][CH2:11][CH2:12]1. The reactants are CS(C)=O, SC1CCCCC1, O=Cc1ccccc1F, [K+], [K+], O=C([O-])[O-]. Starting materials: CCC(CC)=NO, CN(C)C=O, O=[N+]([O-])c1ccccc1F, [H-], [Na+], O. Yields the product CCC(CC)=NOc1ccccc1[N+](=O)[O-]. As a reaction SMILES: [CH3:1][CH2:2][C:3]([CH2:4][CH3:5])=[N:6][OH:7].[CH3:21][N:22]([CH3:23])[CH:24]=[O:25].[F:10][c:11]1[c:12]([N+:17](=[O:18])[O-:19])[cH:13][cH:14][cH:15][cH:16]1.[H-:8].[Na+:9].[OH2:20]>>[CH3:1][CH2:2][C:3]([CH2:4][CH3:5])=[N:6][O:7][c:11]1[c:12]([N+:17](=[O:18])[O-:19])[cH:13][cH:14][cH:15][cH:16]1. Starting materials: [Sn](Cl)Cl (Tin (II) chloride), CN1CCC(=CC1)C1=CN(C2=CC(=CC=C12)[N+](=O)[O-])S(=O)(=O)C1=CC=CC=C1 (3-(1-methyl-1,2,3,6-tetrahydropyridin-4-yl)-6-nitro-1-(phenylsulfonyl)-1H-indole). Solvent: CO (methanol). Conditions: time 2 hour. Yields the product CN1CCC(=CC1)C1=CN(C2=CC(=CC=C12)N)S(=O)(=O)C1=CC=CC=C1 (3-(1-methyl-1,2,3,6-tetrahydropyridin-4-yl)-1-(phenylsulfonyl)-1H-indol-6-amine). As a reaction SMILES: [Sn](Cl)Cl.[CH3:4][N:5]1[CH2:10][CH:9]=[C:8]([C:11]2[C:19]3[C:14](=[CH:15][C:16]([N+:20]([O-])=O)=[CH:17][CH:18]=3)[N:13]([S:23]([C:26]3[CH:31]=[CH:30][CH:29]=[CH:28][CH:27]=3)(=[O:25])=[O:24])[CH:12]=2)[CH2:7][CH2:6]1>CO>[CH3:4][N:5]1[CH2:6][CH:7]=[C:8]([C:11]2[C:19]3[C:14](=[CH:15][C:16]([NH2:20])=[CH:17][CH:18]=3)[N:13]([S:23]([C:26]3[CH:31]=[CH:30][CH:29]=[CH:28][CH:27]=3)(=[O:24])=[O:25])[CH:12]=2)[CH2:9][CH2:10]1. Procedure details: Tin (II) chloride (2 g, 9.35 mmol) was added to a solution of 3-(1-methyl-1,2,3,6-tetrahydropyridin-4-yl)-6-nitro-1-(phenylsulfonyl)-1H-indole (100 mg, 0.25 mmol) in methanol (30 mL). The resulting solution was stirred for 2 hours at reflux temperature After cooling to room temperature, the mixture was concentrated by evaporation to provide 3-(1-methyl-1,2,3,6-tetrahydropyridin-4-yl)-1-(phenylsulfonyl)-1H-indol-6-amine, which was used in the next stage without further purification. Starting materials: [BH4-], CS(C)=O, [Na+], Cc1ccsc1C(Cc1ccccc1NCN1C(=O)CCC1=O)N(C)C=O. Yields the product CNc1ccccc1CC(c1sccc1C)N(C)C=O. As a reaction SMILES: [BH4-:28].[CH3:30][S:31](=[O:32])[CH3:33].[Na+:29].[O:1]=[C:2]1[CH2:3][CH2:4][C:5](=[O:6])[N:7]1[CH2:8][NH:9][c:10]1[c:11]([CH2:16][CH:17]([N:18]([CH3:19])[CH:20]=[O:21])[c:22]2[s:23][cH:24][cH:25][c:26]2[CH3:27])[cH:12][cH:13][cH:14][cH:15]1>>[CH3:8][NH:9][c:10]1[c:11]([CH2:16][CH:17]([N:18]([CH3:19])[CH:20]=[O:21])[c:22]2[s:23][cH:24][cH:25][c:26]2[CH3:27])[cH:12][cH:13][cH:14][cH:15]1. Starting materials: CC(=O)O, O=[N+]([O-])c1ccc(S(=O)(=O)Cl)cc1, Nc1cccc(O)c1, c1ccncc1. Yields the product O=[N+]([O-])c1ccc(S(=O)(=O)Nc2cccc(O)c2)cc1. RXN SMILES: [CH3:22][C:23](=[O:24])[OH:25].[N+:9](=[O:10])([O-:11])[c:12]1[cH:13][cH:14][c:15]([S:18](=[O:19])(=[O:20])[Cl:21])[cH:16][cH:17]1.[NH2:1][c:2]1[cH:3][cH:4][cH:5][c:6]([OH:7])[cH:8]1.[cH:26]1[cH:27][cH:28][n:29][cH:30][cH:31]1>>[NH:1]([c:2]1[cH:3][cH:4][cH:5][c:6]([OH:7])[cH:8]1)[S:18]([c:15]1[cH:14][cH:13][c:12]([N+:9](=[O:10])[O-:11])[cH:17][cH:16]1)(=[O:19])=[O:20].